Dataset: the Open Reaction Database (ORD), a public repository of structured organic reaction records. Task: describe an organic reaction: reactants, conditions, products, and yield The reactants are C(\C=C\C(=O)O)(=O)O (fumaric acid), C(CCCCC(=O)O)(=O)O (adipic acid), COC(CCCCC(=O)O)=O (adipic acid monomethyl ester), C[SiH](Cl)C (dimethylchlorosilane), COC(C(C(CCC(=O)[O-])C)([SiH2]Cl)C)=O (dimethylchlorosilyladipate monomethyl ester), C[Si](Cl)(C)\C(=C(/C(=O)[O-])\[Si](C)(C)Cl)\C(=O)[O-] (bis(dimethylchlorosilyl)-fumarate), C[Si](Cl)(C)OC(CCCCC(=O)O[Si](Cl)(C)C)=O (bis(dimethylchlorosilyl)-adipate). The product is C(\C=C\C(=O)[O-])(=O)[O-].C(CCCCC(=O)[O-])(=O)[O-] (fumarate adipate). RXN SMILES: [C:1]([OH:8])(=[O:7])/[CH:2]=[CH:3]/[C:4]([OH:6])=[O:5].[C:9]([OH:18])(=[O:17])[CH2:10][CH2:11][CH2:12][CH2:13][C:14]([OH:16])=[O:15].COC(=O)CCCCC(O)=O.C[SiH](C)Cl.C[Si](/C(/C([O-])=O)=C(/[Si](Cl)(C)C)\C([O-])=O)(C)Cl.C[Si](OC(=O)CCCCC(O[Si](C)(C)Cl)=O)(C)Cl.COC(=O)C(C)([SiH2]Cl)C(C)CCC([O-])=O>>[C:1]([O-:8])(=[O:7])/[CH:2]=[CH:3]/[C:4]([O-:6])=[O:5].[C:9]([O-:18])(=[O:17])[CH2:10][CH2:11][CH2:12][CH2:13][C:14]([O-:16])=[O:15] |f:7.8|. Reported procedure: Second, the end-capped macromer is synthesized. To prepare the macromer, fumaric acid, adipic acid, and adipic acid monomethyl ester are added to dimethylchlorosilane. Next, polycondensation of bis(dimethylchlorosilyl)-fumarate, bis(dimethylchlorosilyl)-adipate, and dimethylchlorosilyladipate monomethyl ester is carried out to obtain the fumarate-adipate macromer capped with adipic acid monomethyl ester at one end and with reactive chlorosilane at the other end. After completion of the polyconde... Reactants: OC=1N=C(N(C(C1)=O)C)SC (1,6-dihydro-4-hydroxy-1-methyl-2-methylthio-6-oxo-pyrimidine), CO (methanol), solution, Cl (hydrogen chloride). Run in CCOCC (ether). Conditions: time 10 day. Yields the product OC=1N=C(N(C(C1)=O)C)OC (1,6-dihydro-4-hydroxy-1-methyl-2-methoxy-6-oxo-pyrimidine). Yield: 40.0%. As a reaction SMILES: [OH:1][C:2]1[N:3]=[C:4](SC)[N:5]([CH3:9])[C:6](=[O:8])[CH:7]=1.[CH3:12][OH:13].Cl>CCOCC>[OH:1][C:2]1[N:3]=[C:4]([O:13][CH3:12])[N:5]([CH3:9])[C:6](=[O:8])[CH:7]=1. Procedure: A mixture of 172 g (1 mol) of 1,6-dihydro-4-hydroxy-1-methyl-2-methylthio-6-oxo-pyrimidine, 700 ml of methanol and 5 ml of a solution of hydrogen chloride in ether was boiled for 10 days under reflux. The reaction mixture was then filtered while still hot and the filtrate is evaporated in vacuo. The residue was triturated with ether and the crystalline product was filtered off. In this way, 71 g (40% of theory) of 1,6-dihydro-4-hydroxy-1-methyl-2-methoxy-6-oxo-pyrimidine were obtained in the for... The reactants are COC1=CC=C(C=C1)N=NC1=CC=C(C(C(=O)Cl)=C1)O (5-(4-Methoxyphenylazo)salicoyl chloride), NCC1=NN=NN1 (5-aminomethyltetrazole). Yields the product OC1=C(C(=O)NCC2=NN=NN2)C=C(C=C1)N=NC1=CC=C(C=C1)OC (2-hydroxy-5-(4-methoxyphenylazo)-N-(1H-tetrazol-5-ylmethyl)benzamide). RXN SMILES: [CH3:1][O:2][C:3]1[CH:8]=[CH:7][C:6]([N:9]=[N:10][C:11]2[CH:19]=[C:15]([C:16](Cl)=[O:17])[C:14]([OH:20])=[CH:13][CH:12]=2)=[CH:5][CH:4]=1.[NH2:21][CH2:22][C:23]1[NH:27][N:26]=[N:25][N:24]=1>>[OH:20][C:14]1[CH:13]=[CH:12][C:11]([N:10]=[N:9][C:6]2[CH:7]=[CH:8][C:3]([O:2][CH3:1])=[CH:4][CH:5]=2)=[CH:19][C:15]=1[C:16]([NH:21][CH2:22][C:23]1[NH:27][N:26]=[N:25][N:24]=1)=[O:17]. Procedure details: 5-(4-Methoxyphenylazo)salicoyl chloride and 5-aminomethyltetrazole were reacted together under the conditions described for the preparation of Dye 6 to form Dye 16, m.p. 220°-225° decomp., after crystallization from aqueous acetic acid, λmax (methanol)=350 nm. The reactants are Cc1cc(N2CC(S(=O)(=O)c3ccc(F)cc3Cl)CC2C(=O)NC2(C#N)CC2)n(C2CCC2)n1, c1cn[nH]c1. Yields the product Cc1cc(N2CC(S(=O)(=O)c3ccc(-n4cccn4)cc3Cl)CC2C(=O)NC2(C#N)CC2)n(C2CCC2)n1. Reaction SMILES: [C:1](#[N:2])[C:3]1([NH:6][C:7](=[O:8])[CH:9]2[N:10]([c:25]3[n:26]([CH:31]4[CH2:32][CH2:33][CH2:34]4)[n:27][c:28]([CH3:30])[cH:29]3)[CH2:11][CH:12]([S:14](=[O:15])(=[O:16])[c:17]3[c:18]([Cl:24])[cH:19][c:20]([F:23])[cH:21][cH:22]3)[CH2:13]2)[CH2:4][CH2:5]1.[nH:35]1[n:36][cH:37][cH:38][cH:39]1>>[C:1](#[N:2])[C:3]1([NH:6][C:7](=[O:8])[CH:9]2[N:10]([c:25]3[n:26]([CH:31]4[CH2:32][CH2:33][CH2:34]4)[n:27][c:28]([CH3:30])[cH:29]3)[CH2:11][CH:12]([S:14](=[O:15])(=[O:16])[c:17]3[c:18]([Cl:24])[cH:19][c:20](-[n:35]4[n:36][cH:37][cH:38][cH:39]4)[cH:21][cH:22]3)[CH2:13]2)[CH2:4][CH2:5]1. Reactants: C[Al](C)C (trimethylaluminum), N1(CCCC1)CCN1C=CC2=CC(=CC=C12)N (1-(2-pyrrolidin-1-yl-ethyl)-1H-indol-5-ylamine), ClC1=CC=C(C=C1)C=1SC2=C(N1)CCOC2=O (2-(4-chloro-phenyl)-6,7-dihydro-pyrano[4,3-d]thiazol-4-one). Solvent: C(Cl)Cl (CH2Cl2). Conditions: temperature 0 celsius, time 15 minute. The product is N1(CCCC1)CCN1C=CC2=CC(=CC=C12)NC(=O)C1=C(N=C(S1)C1=CC=C(C=C1)Cl)CCO (2-(4-Chloro-phenyl)-4-(2-hydroxy-ethyl)-thiazole-5-carboxylic acid [1-(2-pyrrolidin-1-yl-ethyl)-1H-indol-5-yl]-amide). Yield: 79.2%. RXN SMILES: [N:1]1([CH2:6][CH2:7][N:8]2[C:16]3[C:11](=[CH:12][C:13]([NH2:17])=[CH:14][CH:15]=3)[CH:10]=[CH:9]2)[CH2:5][CH2:4][CH2:3][CH2:2]1.C[Al](C)C.[Cl:22][C:23]1[CH:28]=[CH:27][C:26]([C:29]2[S:30][C:31]3[C:37](=[O:38])[O:36][CH2:35][CH2:34][C:32]=3[N:33]=2)=[CH:25][CH:24]=1>C(Cl)Cl>[N:1]1([CH2:6][CH2:7][N:8]2[C:16]3[C:11](=[CH:12][C:13]([NH:17][C:37]([C:31]4[S:30][C:29]([C:26]5[CH:27]=[CH:28][C:23]([Cl:22])=[CH:24][CH:25]=5)=[N:33][C:32]=4[CH2:34][CH2:35][OH:36])=[O:38])=[CH:14][CH:15]=3)[CH:10]=[CH:9]2)[CH2:5][CH2:4][CH2:3][CH2:2]1. Procedure: Dissolve 1-(2-pyrrolidin-1-yl-ethyl)-1H-indol-5-ylamine (247 mg, 1.08 mmol) in CH2Cl2 (5 mL), cool to 0° C., and treat with a solution of trimethylaluminum (2.0 M in hexanes, 0.7 mL, 1.40 mmol). Stir the solution at 0° C. for 15 min and then at room temperature for 30 min. Add 2-(4-chloro-phenyl)-6,7-dihydro-pyrano[4,3-d]thiazol-4-one (272 mg, 1.02 mmol) neat and stir the reaction at room temperature overnight. Carefully quench the mixture with saturated Rochelles salt solution (5 mL) and stir a...